Dataset: the Open Reaction Database (ORD), a public repository of structured organic reaction records. Task: describe an organic reaction: reactants, conditions, products, and yield The reactants are Clc1ncc(Br)cn1, CO, CN. Product: CNc1ncc(Br)cn1. As a reaction SMILES: [Br:3][c:4]1[cH:5][n:6][c:7]([Cl:10])[n:8][cH:9]1.[CH3:11][OH:12].[CH3:1][NH2:2]>>[CH3:1][NH:2][c:7]1[n:6][cH:5][c:4]([Br:3])[cH:9][n:8]1. Reactants: CCO, CCOC(=O)c1cccc(Cc2cc(Cl)ccc2OCc2ccc(Cl)cc2F)n1, [Na+], [OH-], O. Yields the product O=C([O-])c1cccc(Cc2cc(Cl)ccc2OCc2ccc(Cl)cc2F)n1, [Na+]. RXN SMILES: [CH3:32][CH2:33][OH:34].[Cl:1][c:2]1[cH:3][cH:4][c:5]([O:20][CH2:21][c:22]2[c:23]([F:29])[cH:24][c:25]([Cl:28])[cH:26][cH:27]2)[c:6]([CH2:8][c:9]2[cH:10][cH:11][cH:12][c:13]([C:15](=[O:16])[O:17][CH2:18][CH3:19])[n:14]2)[cH:7]1.[Na+:31].[OH-:30].[OH2:35]>>[Cl:1][c:2]1[cH:3][cH:4][c:5]([O:20][CH2:21][c:22]2[c:23]([F:29])[cH:24][c:25]([Cl:28])[cH:26][cH:27]2)[c:6]([CH2:8][c:9]2[cH:10][cH:11][cH:12][c:13]([C:15](=[O:16])[O-:17])[n:14]2)[cH:7]1.[Na+:31]. The reactants are C(=O)(O)[O-].[Na+] (NaHCO3), C1=CC=C(C=C1)COC(=O)Cl (Z-chloride), NCCC[C@H]1C(N(CCN1C([C@H](CC1=CC=C(C=C1)OC)NC(=O)OCC1=CC=CC=C1)=O)CC(=O)O)=O ((S,S)-3-(3-aminopropyl)-4-[2-benzyloxycarbonylamino-3-(4-methoxyphenyl)propionyl]-2-oxopiperazine-1-acetic acid). The solvent is aqueous solution, O1CCOCC1 (dioxane). Reaction conditions: time 1.5 hour. The product is C(C1=CC=CC=C1)OC(=O)N[C@H](C(=O)N1[C@H](C(N(CC1)CC(=O)O)=O)CCCNC(=O)OCC1=CC=CC=C1)CC1=CC=C(C=C1)OC ((S,S)-4-[2-benzyloxycarbonylamino-3-(4-methoxyphenyl)propionyl]-3-(3-benzyloxycarbonylaminopropyl)-2-oxopiperazine-1-acetic acid). Reaction SMILES: [NH2:1][CH2:2][CH2:3][CH2:4][C@@H:5]1[N:10]([C:11](=[O:33])[C@@H:12]([NH:22][C:23]([O:25][CH2:26][C:27]2[CH:32]=[CH:31][CH:30]=[CH:29][CH:28]=2)=[O:24])[CH2:13][C:14]2[CH:19]=[CH:18][C:17]([O:20][CH3:21])=[CH:16][CH:15]=2)[CH2:9][CH2:8][N:7]([CH2:34][C:35]([OH:37])=[O:36])[C:6]1=[O:38].C([O-])(O)=O.[Na+].[CH:44]1[CH:49]=[CH:48][C:47]([CH2:50][O:51][C:52](Cl)=[O:53])=[CH:46][CH:45]=1>O1CCOCC1>[CH2:26]([O:25][C:23]([NH:22][C@@H:12]([CH2:13][C:14]1[CH:15]=[CH:16][C:17]([O:20][CH3:21])=[CH:18][CH:19]=1)[C:11]([N:10]1[CH2:9][CH2:8][N:7]([CH2:34][C:35]([OH:37])=[O:36])[C:6](=[O:38])[C@@H:5]1[CH2:4][CH2:3][CH2:2][NH:1][C:52]([O:51][CH2:50][C:47]1[CH:48]=[CH:49][CH:44]=[CH:45][CH:46]=1)=[O:53])=[O:33])=[O:24])[C:27]1[CH:32]=[CH:31][CH:30]=[CH:29][CH:28]=1 |f:1.2|. Reported procedure: In 100 ml of a 50% aqueous solution of dioxane was dissolved 3.8 g of (S,S)-3-(3-aminopropyl)-4-[2-benzyloxycarbonylamino-3-(4-methoxyphenyl)propionyl]-2-oxopiperazine-1-acetic acid produced in Reference Example 33. To the solution was added 1.52 g of NaHCO3, to which was added dropwise, under ice-cooling, 1.24 ml of Z-chloride. The mixture was stirred for 1.5 hour at room temperature. Dioxane was distilled off. To the residue was added a 3% aqueous solution of KHSO4 to adjust the pH to 2. The m...